From a dataset of the Open Reaction Database (ORD), a public repository of structured organic reaction records. describe an organic reaction: reactants, conditions, products, and yield Starting materials: IC=Cc1ccccc1, C#Cc1ccccc1. RXN SMILES: [I:9][CH:10]=[CH:11][c:12]1[cH:13][cH:14][cH:15][cH:16][cH:17]1.[c:1]1([C:7]#[CH:8])[cH:2][cH:3][cH:4][cH:5][cH:6]1>>[c:1]1([CH:7]=[CH:8][C:10]#[C:11][c:12]2[cH:13][cH:14][cH:15][cH:16][cH:17]2)[cH:2][cH:3][cH:4][cH:5][cH:6]1. The product is C(#Cc1ccccc1)C=Cc1ccccc1. Starting materials: N=1NC=C2C1CCN(CC2)C(=O)OC(C)(C)C (1,1-Dimethylethyl 4,5,7,8-tetrahydropyrazolo[3,4-d]azepine-6(2H)-carboxylate), C(#N)C1=CC=C(C=C1)B(O)O (4-cyanophenyl boronic acid), N1=CC=CC=C1 (pyridine). The reagents and catalysts are C(C)(=O)[O-].[Cu+2].C(C)(=O)[O-] (copper(II) acetate). Solvent: ClCCl (dichloromethane). Yields the product C(#N)C1=CC=C(C=C1)N1N=C2CCN(CCC2=C1)C(=O)OC(C)(C)C (1,1-Dimethylethyl 2-(4-cyanophenyl)-4,5,7,8-tetrahydropyrazolo[3,4-d]azepine-6(2H)-carboxylate). RXN SMILES: [N:1]1[NH:2][CH:3]=[C:4]2[CH2:10][CH2:9][N:8]([C:11]([O:13][C:14]([CH3:17])([CH3:16])[CH3:15])=[O:12])[CH2:7][CH2:6][C:5]=12.[C:18]([C:20]1[CH:25]=[CH:24][C:23](B(O)O)=[CH:22][CH:21]=1)#[N:19].N1C=CC=CC=1>ClCCl.C([O-])(=O)C.[Cu+2].C([O-])(=O)C>[C:18]([C:20]1[CH:25]=[CH:24][C:23]([N:2]2[CH:3]=[C:4]3[C:5]([CH2:6][CH2:7][N:8]([C:11]([O:13][C:14]([CH3:17])([CH3:16])[CH3:15])=[O:12])[CH2:9][CH2:10]3)=[N:1]2)=[CH:22][CH:21]=1)#[N:19] |f:4.5.6|. Procedure: 1,1-Dimethylethyl 4,5,7,8-tetrahydropyrazolo[3,4-d]azepine-6(2H)-carboxylate (may be prepared as described in Description 9) (1.80 g, 7.58 mmol), 4-cyanophenyl boronic acid (2.23 g, 15.16 mmol; commercially available from e.g. Aldrich), copper(II) acetate (4.15 g, 22.76 mmol), pyridine (1.21 ml, 15.16 mmol) and powdered 4 Å molecular sieves (5.33 g) were stirred in dichloromethane (80 ml) at room temperature in air for 40 hours. The mixture was filtered through a pad of Kieselguhr and the filtra... Product: COC(=O)c1nn(Cc2ccc(Cl)cc2Cl)c2cc(C(F)(F)F)ccc12. The reactants are O=C([O-])[O-], CCCC[N+](CCCC)(CCCC)CCCC, COC(=O)c1n[nH]c2cc(C(F)(F)F)ccc12, CC#N, ClCc1ccc(Cl)cc1Cl, [I-], [K+], [K+], N#N. RXN SMILES: [C:18](=[O:19])([O-:20])[O-:21].[CH2:40]([N+:41]([CH2:42][CH2:43][CH2:44][CH3:45])([CH2:46][CH2:47][CH2:48][CH3:49])[CH2:50][CH2:51][CH2:52][CH3:53])[CH2:54][CH2:55][CH3:56].[CH3:1][O:2][C:3](=[O:4])[c:5]1[n:6][nH:7][c:8]2[cH:9][c:10]([C:14]([F:15])([F:16])[F:17])[cH:11][cH:12][c:13]12.[CH3:36][C:37]#[N:38].[Cl:24][c:25]1[c:26]([CH2:27][Cl:28])[cH:29][cH:30][c:31]([Cl:33])[cH:32]1.[I-:39].[K+:22].[K+:23].[N:34]#[N:35]>>[CH3:1][O:2][C:3](=[O:4])[c:5]1[n:6][n:7]([CH2:27][c:26]2[c:25]([Cl:24])[cH:32][c:31]([Cl:33])[cH:30][cH:29]2)[c:8]2[cH:9][c:10]([C:14]([F:15])([F:16])[F:17])[cH:11][cH:12][c:13]12. Reactants: 3-(5-hydroxpentyl)-5-methylisoxazole, CC1=CC(=NO1)CCCBr (5-Methyl-3-(3-bromopropyl)isoxazole), BrBr (bromine), C1(=CC=CC=C1)P(C1=CC=CC=C1)C1=CC=CC=C1 (triphenylphosphine). The product is BrCCCCCC1=NOC(=C1)C (3-(5-Bromopentyl)-5-methylisoxazole). Isolated yield 77.0%. RXN SMILES: [Br:1]Br.C1(P([C:16]2[CH:21]=CC=CC=2)C2C=CC=CC=2)C=CC=CC=1.[CH3:22][C:23]1[O:27][N:26]=[C:25]([CH2:28][CH2:29][CH2:30]Br)[CH:24]=1>>[Br:1][CH2:21][CH2:16][CH2:30][CH2:29][CH2:28][C:25]1[CH:24]=[C:23]([CH3:22])[O:27][N:26]=1. Reported procedure: 3-(5-Bromopentyl)-5-methylisoxazole [XXVII; R9 =CH3, Hal=Br] was prepared by reacting 3-(5-hydroxpentyl)-5-methylisoxazole with bromine and triphenylphosphine according to the procedure of part (f) above, and was obtained in 77% yield as an oil, b.p. 140°-150° C.(0.05 mm). Reactants: CN=C=O, O=c1cc(O)cc[nH]1, c1ccncc1. The product is CNC(=O)n1ccc(O)cc1=O. As a reaction SMILES: [CH3:1][N:2]=[C:3]=[O:4].[OH:5][c:6]1[cH:7][c:8](=[O:12])[nH:9][cH:10][cH:11]1.[cH:13]1[cH:14][cH:15][n:16][cH:17][cH:18]1>>[CH3:1][NH:2][C:3](=[O:4])[n:9]1[c:8](=[O:12])[cH:7][c:6]([OH:5])[cH:11][cH:10]1. Reactants: CCO, [K+], CCOC(=O)CC1CCCc2ccccc2C1=O, [OH-]. The product is O=C(O)CC1CCCc2ccccc2C1=O. RXN SMILES: [CH3:21][CH2:22][OH:23].[K+:20].[O:1]=[C:2]1[CH:3]([CH2:13][C:14](=[O:15])[O:16][CH2:17][CH3:18])[CH2:4][CH2:5][CH2:6][c:7]2[c:8]1[cH:9][cH:10][cH:11][cH:12]2.[OH-:19]>>[O:1]=[C:2]1[CH:3]([CH2:13][C:14](=[O:15])[OH:16])[CH2:4][CH2:5][CH2:6][c:7]2[c:8]1[cH:9][cH:10][cH:11][cH:12]2. Starting materials: S(O)(O)(=O)=O (sulfuric acid), S(=O)(=O)(OCCCCCCCCCCCC)[O-].[Na+] (sodium lauryl sulfate), C(C)O (ethanol), C([O-])([O-])=O.[Na+].[Na+] (sodium carbonate), 7-(α-tetrahydropyranyloxy)-5-heptynoic acid, C(C)O (ethanol). The reagents and catalysts are S(O)(O)(=O)=O (sulfuric acid). Run in C1=CC=CC=C1 (benzene). Reaction conditions: temperature 20 celsius, time 8 hour. Yields the product OCC#CCCCC(=O)OCC (ethyl 7-hydroxy-5-heptynoate). Reaction SMILES: S(=O)(=O)(O)O.S([O-])([O:9][CH2:10][CH2:11][CH2:12][CH2:13][CH2:14][CH2:15]CCCCCC)(=O)=O.[Na+].[C:24](=[O:27])([O-])[O-:25].[Na+].[Na+].[CH2:30](O)[CH3:31]>S(=O)(=O)(O)O.C1C=CC=CC=1>[OH:9][CH2:10][C:11]#[C:12][CH2:13][CH2:14][CH2:15][C:24]([O:25][CH2:30][CH3:31])=[O:27] |f:1.2,3.4.5|. Procedure details: A mixture of 20 g of 7-(α-tetrahydropyranyloxy)-5-heptynoic acid, 12 g of ethanol, 50 cc of benzene and 2 drops of concentrated sulfuric acid was refluxed under nitrogen for 3 hours and after letting the mixture return to room temperature, 20 cc of 12.5% sulfuric acid, 30 cc of ethanol and traces of sodium lauryl sulfate were added thereto. The mixture was stirred overnight at 20° C and was then neutralized with sodium carbonate. The mixture was extracted with ether and the ether extracts were d...